From a dataset of the Open Reaction Database (ORD), a public repository of structured organic reaction records. describe an organic reaction: reactants, conditions, products, and yield Starting materials: N1CCOCC1 (morpholine), COC(=O)C1(CC1)C1=C(C(=NO1)C1=CC=C(C=C1)O[Si](C)(C)C(C)(C)C)C1=CC=CC=C1 (1-{3-[4-(tert-butyl-dimethyl-silanyloxy)-phenyl]-4-phenyl-isoxazol-5-yl}-cyclopropanecarboxylic acid methyl ester), C[Mg]Br (methylmagnesium bromide), solution. The solvent is C1CCOC1 (THF), C1CCOC1 (THF), C1(=CC=CC=C1)C.C1CCOC1 (toluene THF). Reaction conditions: temperature 0 celsius, time 30 minute. The product is C(C)(C)(C)[Si](OC1=CC=C(C=C1)C1=NOC(=C1C1=CC=CC=C1)C1(CC1)C(C)=O)(C)C (1-(1-{3-[4-(tert-butyl-dimethyl-silanyloxy)-phenyl]-4-phenyl-isoxazol-5-yl}-cyclopropyl)-ethanone). RXN SMILES: N1CCOC[CH2:2]1.C[Mg]Br.C[O:11][C:12]([C:14]1([C:17]2[O:21][N:20]=[C:19]([C:22]3[CH:27]=[CH:26][C:25]([O:28][Si:29]([C:32]([CH3:35])([CH3:34])[CH3:33])([CH3:31])[CH3:30])=[CH:24][CH:23]=3)[C:18]=2[C:36]2[CH:41]=[CH:40][CH:39]=[CH:38][CH:37]=2)[CH2:16][CH2:15]1)=O>C1COCC1.C1(C)C=CC=CC=1.C1COCC1>[C:32]([Si:29]([CH3:31])([CH3:30])[O:28][C:25]1[CH:24]=[CH:23][C:22]([C:19]2[C:18]([C:36]3[CH:37]=[CH:38][CH:39]=[CH:40][CH:41]=3)=[C:17]([C:14]3([C:12](=[O:11])[CH3:2])[CH2:16][CH2:15]3)[O:21][N:20]=2)=[CH:27][CH:26]=1)([CH3:33])([CH3:34])[CH3:35] |f:4.5|. Procedure: A solution consisting of morpholine (7.5 mL) in THF (100 mL) is cooled to 0° C. (ice/salt bath) and a solution of methylmagnesium bromide (55 mL of a 1.4 M solution in toluene/THF 3:1 v/v) is added by addition funnel while the temperature is maintained between 0 and 5° C. (over 15 minutes.) The orange reaction mixture is stirred at 0° C. for 30 minutes and subsequently a mixture consisting of 1-{3-[4-(tert-butyl-dimethyl-silanyloxy)-phenyl]-4-phenyl-isoxazol-5-yl}-cyclopropanecarboxylic acid met... Starting materials: C1(=CC=C(C=C1)C(=O)N)C (p-toluamide), ClC(C(O)O)(Cl)Cl (2,2,2-trichloro-1,1-ethanediol). Solvent: C1=CC=CC=C1 (benzene), C(C)(=O)OCC (ethyl acetate), hexanes. Run at time 12 hour. The product is CC1=CC=C(C(=O)NC(C(Cl)(Cl)Cl)O)C=C1 (4-methyl-N-(2,2,2-trichloro-1-hydroxyethyl)benzamide). Isolated yield 87.9%. As a reaction SMILES: [C:1]1([CH3:10])[CH:6]=[CH:5][C:4]([C:7]([NH2:9])=[O:8])=[CH:3][CH:2]=1.[Cl:11][C:12]([Cl:17])([Cl:16])[CH:13](O)[OH:14]>C1C=CC=CC=1.C(OCC)(=O)C>[CH3:10][C:1]1[CH:6]=[CH:5][C:4]([C:7]([NH:9][CH:13]([OH:14])[C:12]([Cl:17])([Cl:16])[Cl:11])=[O:8])=[CH:3][CH:2]=1. Procedure details: A mixture of p-toluamide (11.0 g, 81.3 mmol) and 2,2,2-trichloro-1,1-ethanediol (16.6 g, 100 mmol) in benzene (175 mL) was stirred at reflux in a Soxhlet extraction device charged with molecular sieves (20 g). After 12 hours, the extraction thimble of molecular sieves was replaced with a fresh portion of molecular sieves (20 g), and the reaction was allowed to heat at reflux for an additional 12 hours. Concentration in vacuo provided a heavy syrup which was dissolved in ethyl acetate (15 mL) and...